From a dataset of the Open Reaction Database (ORD), a public repository of structured organic reaction records. describe an organic reaction: reactants, conditions, products, and yield Starting materials: CC(=O)[O-], COC1CC=C(B2OC(C)(C)C(C)(C)O2)CC1, CC#N, [K+], O, O=C(c1ccc(Oc2nccnc2Cl)cc1)c1nc2ccccc2[nH]1. Product: COC1CC=C(c2nccnc2Oc2ccc(C(=O)c3nc4ccccc4[nH]3)cc2)CC1. Reaction SMILES: [CH3:27][C:28](=[O:29])[O-:30].[CH3:31][O:32][CH:33]1[CH2:34][CH:35]=[C:36]([B:39]2[O:40][C:41]([CH3:42])([CH3:43])[C:44]([CH3:45])([CH3:46])[O:47]2)[CH2:37][CH2:38]1.[CH3:49][C:50]#[N:51].[K+:26].[OH2:48].[nH:1]1[c:2]([C:10](=[O:11])[c:12]2[cH:13][cH:14][c:15]([O:18][c:19]3[n:20][cH:21][cH:22][n:23][c:24]3[Cl:25])[cH:16][cH:17]2)[n:3][c:4]2[c:5]1[cH:6][cH:7][cH:8][cH:9]2>>[nH:1]1[c:2]([C:10](=[O:11])[c:12]2[cH:13][cH:14][c:15]([O:18][c:19]3[n:20][cH:21][cH:22][n:23][c:24]3[C:36]3=[CH:35][CH2:34][CH:33]([O:32][CH3:31])[CH2:38][CH2:37]3)[cH:16][cH:17]2)[n:3][c:4]2[c:5]1[cH:6][cH:7][cH:8][cH:9]2. Reactants: C([O-])(O)=O.[Na+] (sodium bicarbonate), O[C@@H](CN[C@@H](CO)C)C ((R)-2-((R)-2-hydroxypropylamino)propan-1-ol), ClC(=O)OCC1=CC=CC=C1 (benzyl chloroformate). Solvent: ClCCl (dichloromethane). Conditions: temperature 0 celsius. Product: OC[C@@H](C)N(C(OCC1=CC=CC=C1)=O)C[C@@H](C)O (benzyl (R)-1-hydroxypropan-2-yl((R)-2-hydroxypropyl)carbamate). Reaction SMILES: [OH:1][C@H:2]([CH3:9])[CH2:3][NH:4][C@H:5]([CH3:8])[CH2:6][OH:7].C(=O)(O)[O-].[Na+].Cl[C:16]([O:18][CH2:19][C:20]1[CH:25]=[CH:24][CH:23]=[CH:22][CH:21]=1)=[O:17]>ClCCl>[OH:7][CH2:6][C@H:5]([N:4]([CH2:3][C@H:2]([OH:1])[CH3:9])[C:16](=[O:17])[O:18][CH2:19][C:20]1[CH:25]=[CH:24][CH:23]=[CH:22][CH:21]=1)[CH3:8] |f:1.2|. Procedure: To a mixture of (R)-2-((R)-2-hydroxypropylamino)propan-1-ol (11 g, 83 mmol) in 200 mL dichloromethane stirred at 0° C. was added a sat. solution of sodium bicarbonate (8.3 g, 99 mmol), then added dropwise benzyl chloroformate (15 g, 91 mmol). The mixture was stirred from 0° C. warming to RT over 4 h. The mixture was extracted with dichloromethane (3×100 mL). The combined organics were washed with brine, dried over anhydrous Na2SO4, concentrated in vacuo and purified by column eluting with 20-70%...